Dataset: the Open Reaction Database (ORD), a public repository of structured organic reaction records. Task: describe an organic reaction: reactants, conditions, products, and yield The reactants are IC1=NN(C2=NC=NC(=C21)N)C2CCNCC2 (3-Iodo-1-(4-piperidyl)-1H-pyrazolo[3,4-d]pyrimidin-4-amine), CN1CCC(CC1)=O (1-methyl-4-piperidone), C(C)(=O)O[BH-](OC(C)=O)OC(C)=O.[Na+] (sodium triacetoxyborohydride), C(C)(=O)O (acetic acid), C([O-])(O)=O.[Na+] (sodium bicarbonate). Run in ClCCCl (1,2-dichloroethane). Run at time 6 hour. Product: N1N=CC=2C1=NC=NC2N (1H-pyrazolo[3,4-d]pyrimidin-4-amine). The yield is 304.4%. Reaction SMILES: I[C:2]1[C:10]2[C:5](=[N:6][CH:7]=[N:8][C:9]=2[NH2:11])[N:4](C2CCNCC2)[N:3]=1.CN1CCC(=O)CC1.C(O[BH-](OC(=O)C)OC(=O)C)(=O)C.[Na+].C(O)(=O)C.C(=O)(O)[O-].[Na+]>ClCCCl>[NH:4]1[C:5]2=[N:6][CH:7]=[N:8][C:9]([NH2:11])=[C:10]2[CH:2]=[N:3]1 |f:2.3,5.6|. Procedure: 3-Iodo-1-(4-piperidyl)-1H-pyrazolo[3,4-d]pyrimidin-4-amine (2.00 g, 5.81 mmol), 1-methyl-4-piperidone (2.14 mL, 17.42 mmol), sodium triacetoxyborohydride (2.45 g, 11.62 mmol) and glacial acetic acid (1.05 g, 17.42 mmol) were mixed with 1,2-dichloroethane (75 mL). The reaction mixture was stirred at room temperature for 6 hours and saturated sodium bicarbonate solution was added to adjust the PH to about 8. The solid was collected by filtration to give 3-Iodo-1-[1-(1-methylpiperidin-4-yl)]-piperi... Reactants: CCCc1nn(C)c2c(=O)[nH]c(-c3cc(C=CC(=O)O)ccc3OCC)nc12, CCOC(C)=O, CO, O. Yields the product CCCc1nn(C)c2c(=O)[nH]c(-c3cc(CCC(=O)O)ccc3OCC)nc12. Reaction SMILES: [CH2:1]([CH3:2])[O:3][c:4]1[c:5](-[c:15]2[nH:16][c:17](=[O:28])[c:18]3[c:19]([n:20]2)[c:21]([CH2:25][CH2:26][CH3:27])[n:22][n:23]3[CH3:24])[cH:6][c:7]([CH:8]=[CH:9][C:10](=[O:11])[OH:12])[cH:13][cH:14]1.[CH3:29][CH2:30][O:31][C:32](=[O:33])[CH3:34].[CH3:36][OH:37].[OH2:35]>>[CH2:1]([CH3:2])[O:3][c:4]1[c:5](-[c:15]2[nH:16][c:17](=[O:28])[c:18]3[c:19]([n:20]2)[c:21]([CH2:25][CH2:26][CH3:27])[n:22][n:23]3[CH3:24])[cH:6][c:7]([CH2:8][CH2:9][C:10](=[O:11])[OH:12])[cH:13][cH:14]1. The reactants are C1(=CC=CC=C1)\C=C/CCC=O ((Z)-5-Phenylpent-4-enal), BrCBr (dibromomethane), [NH4+].[Cl-] (NH4Cl). Run in C1CCOC1 (THF). Conditions: temperature -78 celsius, time 8 hour. The product is C1(=CC=CC=C1)\C=C/CCC1OC1 ((Z)-2-(4-Phenylbut-3-enyl)oxirane). Reaction SMILES: [C:1]1(/[CH:7]=[CH:8]\[CH2:9][CH2:10][CH:11]=[O:12])[CH:6]=[CH:5][CH:4]=[CH:3][CH:2]=1.Br[CH2:14]Br.[NH4+].[Cl-]>C1COCC1>[C:1]1(/[CH:7]=[CH:8]\[CH2:9][CH2:10][CH:11]2[CH2:14][O:12]2)[CH:6]=[CH:5][CH:4]=[CH:3][CH:2]=1 |f:2.3|. Procedure details: (Z)-5-Phenylpent-4-enal (0.475 g, 2.97 mmol) and dibromomethane (0.626 g, 3.60 mmol) were taken up in THF (20 mL) and chilled to −78° C. under argon n-butyl lithium (1.6M in hexane, 2.0 mL, 3.20 mmol) was added dropwise over 5 minutes. The resulting mixture was warmed slowly to room temperature and stirred overnight. The reaction mixture was poured into saturated aqueous NH4Cl (20 mL), extracted with MTBE (2×30 mL) and solvent removed under reduced pressure. The resulting oil was purified by col...